From a dataset of the Open Reaction Database (ORD), a public repository of structured organic reaction records. describe an organic reaction: reactants, conditions, products, and yield The reactants are O (water), O(C1=CC=CC=C1)C1=C(C=CC=C1)O (2-phenoxyphenol), C(=O)([O-])[O-].[K+].[K+] (K2CO3), BrC1=CC(=C(CN2C(=NC(=C2C(CBr)=O)CC)CCC)C=C1)F (1-(4-bromo-2-fluorobenzyl)-2-(n-propyl)-4-ethyl-5-bromoacetyl-1H-imidazole). The solvent is CC(=O)C (acetone), CC(=O)C (acetone). Product: BrC1=CC(=C(CN2C(=NC(=C2C(COC2=C(C=CC=C2)OC2=CC=CC=C2)=O)CC)CCC)C=C1)F (1-(4-bromo-2-fluorobenzyl)-2-(n-propyl)-4-ethyl-5-(2-(phenoxy)phenoxy)acetyl-1H-imidazole). Yield: 13.0%. As a reaction SMILES: [O:1]([C:8]1[CH:13]=[CH:12][CH:11]=[CH:10][C:9]=1[OH:14])[C:2]1[CH:7]=[CH:6][CH:5]=[CH:4][CH:3]=1.C([O-])([O-])=O.[K+].[K+].[Br:21][C:22]1[CH:42]=[CH:41][C:25]([CH2:26][N:27]2[C:31]([C:32](=[O:35])[CH2:33]Br)=[C:30]([CH2:36][CH3:37])[N:29]=[C:28]2[CH2:38][CH2:39][CH3:40])=[C:24]([F:43])[CH:23]=1.O>CC(C)=O>[Br:21][C:22]1[CH:42]=[CH:41][C:25]([CH2:26][N:27]2[C:31]([C:32](=[O:35])[CH2:33][O:14][C:9]3[CH:10]=[CH:11][CH:12]=[CH:13][C:8]=3[O:1][C:2]3[CH:3]=[CH:4][CH:5]=[CH:6][CH:7]=3)=[C:30]([CH2:36][CH3:37])[N:29]=[C:28]2[CH2:38][CH2:39][CH3:40])=[C:24]([F:43])[CH:23]=1 |f:1.2.3|. Procedure: To a solution of 0.63 g (3.36 mmol) of 2-phenoxyphenol and 0.62 g (4.48 mmol) of K2CO3 in 75 mL acetone at ambient temperature was added 1.00 g (2.24 mmol) of 1-(4-bromo-2-fluorobenzyl)-2-(n-propyl)-4-ethyl-5-bromoacetyl-1H-imidazole obtained from Part B of Example 11 in 25 mL acetone. After stirring at reflux overnight, the reaction mixture was poured into water and extracted with 3×100 mL ethyl acetate. The combined organic layers were washed with brine, dried over MgSO4, filtered, and the sol... Starting materials: NC1=C(C=CC2=CC=CC=C12)[N+](=O)[O-] (1-amino-2-nitronaphthalene), NC1=CC=C(C2=CC=CC=C12)[N+](=O)[O-] (1-amino-4-nitronaphthalene). The product is CC1(NC=2C=CC=C3C(=CC=C(N1)C23)N=NC2=C(C=CC3=CC=CC=C23)[N+](=O)[O-])C (2,3-Dihydro-2,2-Dimethyl-6-(2-Nitronaphthylazo)Perimidine). As a reaction SMILES: [NH2:1][C:2]1[C:11]2[C:6](=[CH:7][CH:8]=[CH:9][CH:10]=2)[CH:5]=[CH:4][C:3]=1[N+:12]([O-:14])=[O:13].[NH2:15][C:16]1[C:25]2[C:20](=[CH:21][CH:22]=[CH:23][CH:24]=2)[C:19]([N+:26]([O-])=O)=[CH:18][CH:17]=1>>[CH3:3][C:2]1([CH3:11])[NH:26][C:19]2[C:20]3[C:25]([C:16]([N:15]=[N:1][C:2]4[C:11]5[C:6](=[CH:7][CH:8]=[CH:9][CH:10]=5)[CH:5]=[CH:4][C:3]=4[N+:12]([O-:14])=[O:13])=[CH:17][CH:18]=2)=[CH:24][CH:23]=[CH:22][C:21]=3[NH:1]1. Procedure: In the manner described in Example 8, substituting 9.5 grams of 1-amino-2-nitronaphthalene for the 1-amino-4-nitronaphthalene, the desired compound is obtained. Starting materials: O=C(O)COc1ccccc1, Cc1ccc(CN)cc1. Reagents/catalysts: CN(C)C(=[N+](C)C)ON1C2=C(C=CC=N2)N=N1.F[P-](F)(F)(F)(F)F (HATU), CCN(C(C)C)C(C)C (DIPEA), C1=CC2=C(N=C1)N(N=N2)O (HOAt). The solvent is CN(C)C=O (DMF), CN(C)C=O (DMF), CN(C)C=O (DMF), CN(C)C=O (DMF), CN(C)C=O (DMF), CN(C)C=O (DMF). Run at temperature 25 celsius, time 2 hour. Yields the product Cc1ccc(CNC(=O)COc2ccccc2)cc1. Isolated yield 81.4%. RXN SMILES: Cc1ccc(CN)cc1.O=C(O)COc1ccccc1.CN(C)C(=[N+](C)C)ON1C2=C(C=CC=N2)N=N1.F[P-](F)(F)(F)(F)F.C1=CC2=C(N=C1)N(N=N2)O.CCN(C(C)C)C(C)C.CN(C)C=O>>Cc1ccc(CNC(=O)COc2ccccc2)cc1. Reactants: [BH4-], Cc1[nH]c(=O)c(C#N)c(C)c1Br, CO, Cl, [Na+]. Yields the product Cc1[nH]c(=O)c(CN)c(C)c1Br. Reaction SMILES: [BH4-:13].[Br:1][c:2]1[c:3]([CH3:12])[c:4]([C:10]#[N:11])[c:5](=[O:9])[nH:6][c:7]1[CH3:8].[CH3:16][OH:17].[ClH:15].[Na+:14]>>[Br:1][c:2]1[c:3]([CH3:12])[c:4]([CH2:10][NH2:11])[c:5](=[O:9])[nH:6][c:7]1[CH3:8]. Starting materials: Cl.COC=1C=C(C=CC1OC)C=1C(C(N(N1)C1CCNCC1)=O)(C)C (5-(3,4-dimethoxyphenyl)-4,4-dimethyl-2-(piperidin-4-yl)-2,4-dihydro-3H-pyrazol-3-one hydrochloride), Cl.COC=1C=C(C=CC1OC)C=1C(C(N(N1)C1CCNCC1)=O)(C)C (5-(3,4-dimethoxyphenyl)-4,4-dimethyl-2-(piperidin-4-yl)-2,4-dihydro-3H-pyrazol-3-one hydrochloride), C(C)(C)C1=C(C(=CC(=C1)C(C)C)C(C)C)S(=O)(=O)Cl (2,4,6-triisopropylbenzenesulfonyl chloride). Product: COC=1C=C(C=CC1OC)C=1C(C(N(N1)C1CCN(CC1)S(=O)(=O)C1=C(C=C(C=C1C(C)C)C(C)C)C(C)C)=O)(C)C (5-(3,4-Dimethoxyphenyl)-4,4-dimethyl-2-(1-{[2,4,6-tri(propan-2-yl)phenyl]sulfonyl}piperidin-4-yl)-2,4-dihydro-3H-pyrazol-3-one). RXN SMILES: Cl.[CH3:2][O:3][C:4]1[CH:5]=[C:6]([C:12]2[C:13]([CH3:25])([CH3:24])[C:14](=[O:23])[N:15]([CH:17]3[CH2:22][CH2:21][NH:20][CH2:19][CH2:18]3)[N:16]=2)[CH:7]=[CH:8][C:9]=1[O:10][CH3:11].[CH:26]([C:29]1[CH:34]=[C:33]([CH:35]([CH3:37])[CH3:36])[CH:32]=[C:31]([CH:38]([CH3:40])[CH3:39])[C:30]=1[S:41](Cl)(=[O:43])=[O:42])([CH3:28])[CH3:27]>>[CH3:2][O:3][C:4]1[CH:5]=[C:6]([C:12]2[C:13]([CH3:25])([CH3:24])[C:14](=[O:23])[N:15]([CH:17]3[CH2:22][CH2:21][N:20]([S:41]([C:30]4[C:31]([CH:38]([CH3:39])[CH3:40])=[CH:32][C:33]([CH:35]([CH3:37])[CH3:36])=[CH:34][C:29]=4[CH:26]([CH3:28])[CH3:27])(=[O:43])=[O:42])[CH2:19][CH2:18]3)[N:16]=2)[CH:7]=[CH:8][C:9]=1[O:10][CH3:11] |f:0.1|. Reported procedure: The title compound is prepared analogously as described for GP1 using 5-(3,4-dimethoxyphenyl)-4,4-dimethyl-2-(piperidin-4-yl)-2,4-dihydro-3H-pyrazol-3-one hydrochloride (compound B1*HCl) and 2,4,6-triisopropylbenzenesulfonyl chloride as starting compounds. The crude product is purified by crystallization from methanol to yield the title compound. The reactants are CCOC(=O)c1cccc(Br)c1, CCO, Cc1ccccc1, CCOC(C)=O, OB(O)c1ccccc1OC(F)(F)F, [Na+], [Na+], O=C([O-])[O-], O, [Pd], c1ccc(P(c2ccccc2)c2ccccc2)cc1, c1ccc(P(c2ccccc2)c2ccccc2)cc1, c1ccc(P(c2ccccc2)c2ccccc2)cc1, c1ccc(P(c2ccccc2)c2ccccc2)cc1. Yields the product CCOC(=O)c1cccc(-c2ccccc2OC(F)(F)F)c1. As a reaction SMILES: [CH2:1]([CH3:2])[O:3][C:4]([c:5]1[cH:6][c:7]([Br:11])[cH:8][cH:9][cH:10]1)=[O:12].[CH3:33][CH2:34][OH:35].[CH3:36][c:37]1[cH:38][cH:39][cH:40][cH:41][cH:42]1.[CH3:43][CH2:44][O:45][C:46](=[O:47])[CH3:48].[F:13][C:14]([O:15][c:16]1[c:17]([B:22]([OH:23])[OH:24])[cH:18][cH:19][cH:20][cH:21]1)([F:25])[F:26].[Na+:27].[Na+:28].[O-:29][C:30](=[O:31])[O-:32].[OH2:49].[Pd:50].[c:108]1([P:109]([c:110]2[cH:111][cH:112][cH:113][cH:114][cH:115]2)[c:116]2[cH:117][cH:118][cH:119][cH:120][cH:121]2)[cH:122][cH:123][cH:124][cH:125][cH:126]1.[c:51]1([P:52]([c:53]2[cH:54][cH:55][cH:56][cH:57][cH:58]2)[c:59]2[cH:60][cH:61][cH:62][cH:63][cH:64]2)[cH:65][cH:66][cH:67][cH:68][cH:69]1.[c:70]1([P:71]([c:72]2[cH:73][cH:74][cH:75][cH:76][cH:77]2)[c:78]2[cH:79][cH:80][cH:81][cH:82][cH:83]2)[cH:84][cH:85][cH:86][cH:87][cH:88]1.[c:89]1([P:90]([c:91]2[cH:92][cH:93][cH:94][cH:95][cH:96]2)[c:97]2[cH:98][cH:99][cH:100][cH:101][cH:102]2)[cH:103][cH:104][cH:105][cH:106][cH:107]1>>[CH2:1]([CH3:2])[O:3][C:4]([c:5]1[cH:6][c:7](-[c:17]2[c:16]([O:15][C:14]([F:13])([F:25])[F:26])[cH:21][cH:20][cH:19][cH:18]2)[cH:8][cH:9][cH:10]1)=[O:12]. The reactants are C(CCCCCCCCCCCCCCC)Br (hexadecyl bromide), O (water), ClC1=C(C=C(C(=C1)Cl)O)NC(=O)C (4,6-dichloro-3-acetaminophenol). Solvent: [OH-].[K+] (potassium hydroxide), C(C)O (ethanol). Run at temperature 25 celsius. The product is C(C)(=O)NC1=C(C=C(C(=C1)CCCCCCCCCCCCCCCC)Cl)Cl (N-Acetyl-2,4-dichloro-5-hexadecylaniline). Yield: 74.8%. RXN SMILES: [Cl:1][C:2]1[CH:7]=[C:6]([Cl:8])[C:5](O)=[CH:4][C:3]=1[NH:10][C:11]([CH3:13])=[O:12].[CH2:14](Br)[CH2:15][CH2:16][CH2:17][CH2:18][CH2:19][CH2:20][CH2:21][CH2:22][CH2:23][CH2:24][CH2:25][CH2:26][CH2:27][CH2:28][CH3:29].O>[OH-].[K+].C(O)C>[C:11]([NH:10][C:3]1[CH:4]=[C:5]([CH2:29][CH2:28][CH2:27][CH2:26][CH2:25][CH2:24][CH2:23][CH2:22][CH2:21][CH2:20][CH2:19][CH2:18][CH2:17][CH2:16][CH2:15][CH3:14])[C:6]([Cl:8])=[CH:7][C:2]=1[Cl:1])(=[O:12])[CH3:13] |f:3.4|. Reported procedure: In a solution of 5.6 g of potassium hydroxide in 200 ml of ethanol was dissolved 22 g of 4,6-dichloro-3-acetaminophenol (which was synthesized using the method described in Beilstein, 13, I, 135). To the solution was added 30.5 g of hexadecyl bromide. After the mixture was stirred for an hour at room temperature (about 20-30° C.), the mixture was heated at reflux for 8 hours. The reaction mixture was poured into water. The resulting precipitate was recovered by filtration and washed with methano...